Dataset: the Open Reaction Database (ORD), a public repository of structured organic reaction records. Task: describe an organic reaction: reactants, conditions, products, and yield Reactants: CC1(NC(CC(C1)OC(CCCCCCCCC(=O)OC1CC(NC(C1)(C)C)(C)C)=O)(C)C)C (bis(2,2,6,6-tetramethylpiperidin-4-yl)sebacate), C1CCCCCCC1 (cyclooctane), O (water), C(C)(C)(C)OO (t-butyl hydroperoxide). The reagents and catalysts are [Mo](=O)(=O)=O (molybdenum trioxide). Conditions: temperature 118 celsius. The product is C1(CCCCCCC1)ON1C(CC(CC1(C)C)OC(CCCCCCCCC(=O)OC1CC(N(C(C1)(C)C)OC1CCCCCCC1)(C)C)=O)(C)C (Bis(1-cyclooctyloxy-2,2,6,6-tetramethylpiperidin-4-yl)sebacate). Isolated yield 68.0%. As a reaction SMILES: [CH3:1][C:2]1([CH3:34])[CH2:7][CH:6]([O:8][C:9](=[O:31])[CH2:10][CH2:11][CH2:12][CH2:13][CH2:14][CH2:15][CH2:16][CH2:17][C:18]([O:20][CH:21]2[CH2:26][C:25]([CH3:28])([CH3:27])[NH:24][C:23]([CH3:30])([CH3:29])[CH2:22]2)=[O:19])[CH2:5][C:4]([CH3:33])([CH3:32])[NH:3]1.[CH2:35]1[CH2:42][CH2:41][CH2:40][CH2:39][CH2:38][CH2:37][CH2:36]1.[C:43]([O:47]O)(C)([CH3:45])[CH3:44].[OH2:49]>[Mo](=O)(=O)=O>[CH:35]1([O:49][N:24]2[C:23]([CH3:30])([CH3:29])[CH2:22][CH:21]([O:20][C:18](=[O:19])[CH2:17][CH2:16][CH2:15][CH2:14][CH2:13][CH2:12][CH2:11][CH2:10][C:9]([O:8][CH:6]3[CH2:7][C:2]([CH3:34])([CH3:1])[N:3]([O:47][CH:43]4[CH2:45][CH2:7][CH2:6][CH2:5][CH2:4][CH2:32][CH2:44]4)[C:4]([CH3:33])([CH3:32])[CH2:5]3)=[O:31])[CH2:26][C:25]2([CH3:28])[CH3:27])[CH2:42][CH2:41][CH2:40][CH2:39][CH2:38][CH2:37][CH2:36]1. Procedure: A mixture of 75 g (156 mmol) of bis(2,2,6,6-tetramethylpiperidin-4-yl)sebacate, 1.3 g of molybdenum trioxide, and 475 ml of cyclooctane is heated to 118° C. To this mixture is added 130 g (1.01 mol) of 70% aq. t-butyl hydroperoxide during a 5 hour period. The reaction mixture is maintained at reflux during the addition, and water is collected in a Dean-Stark trap. The red reaction mixture is heated for 7 hours after the addition to discharge the red color. Solids are removed by filtration, and t... The product is CN1C(=O)NC(=O)C12Cc1ccc(N)c(Cl)c1C2. RXN SMILES: [C:26]([OH:27])(=[O:28])[CH3:29].[Cl:18][N:19]1[C:20](=[O:21])[CH2:22][CH2:23][C:24]1=[O:25].[NH2:1][c:2]1[cH:3][c:4]2[c:15]([cH:16][cH:17]1)[CH2:14][C:6]1([CH2:5]2)[N:7]([CH3:13])[C:8](=[O:12])[NH:9][C:10]1=[O:11]>>[NH2:1][c:2]1[c:3]([Cl:18])[c:4]2[c:15]([cH:16][cH:17]1)[CH2:14][C:6]1([CH2:5]2)[N:7]([CH3:13])[C:8](=[O:12])[NH:9][C:10]1=[O:11]. Reactants: CC(=O)O, O=C1CCC(=O)N1Cl, CN1C(=O)NC(=O)C12Cc1ccc(N)cc1C2.